This data is from the Open Reaction Database (ORD), a public repository of structured organic reaction records. The task is: describe an organic reaction: reactants, conditions, products, and yield Reactants: C(=O)C=1C=C(C=CC1)B(O)O (3-formylbenzeneboronic acid), BrC1=C(C=C(C=C1)C1(OCCO1)CC)C (2-(4-bromo-3-methylphenyl)-2-ethyl-[1,3]dioxolane), C([O-])([O-])=O.[K+].[K+] (potassium carbonate). Reagents/catalysts: C=1C=CC(=CC1)[P](C=2C=CC=CC2)(C=3C=CC=CC3)[Pd]([P](C=4C=CC=CC4)(C=5C=CC=CC5)C=6C=CC=CC6)([P](C=7C=CC=CC7)(C=8C=CC=CC8)C=9C=CC=CC9)[P](C=1C=CC=CC1)(C=1C=CC=CC1)C=1C=CC=CC1 (tetrakis(triphenylphosphine)palladium). The product is C(C)C1(OCCO1)C1=CC(=C(C=C1)C1=CC(=CC=C1)C=O)C (4′-(2-Ethyl-[1,3]dioxolan-2-yl)-2′-methylbiphenyl-3-carbaldehyde). As a reaction SMILES: [CH:1]([C:3]1[CH:4]=[C:5](B(O)O)[CH:6]=[CH:7][CH:8]=1)=[O:2].Br[C:13]1[CH:18]=[CH:17][C:16]([C:19]2([CH2:24][CH3:25])[O:23][CH2:22][CH2:21][O:20]2)=[CH:15][C:14]=1[CH3:26].C(=O)([O-])[O-].[K+].[K+]>C1C=CC([P]([Pd]([P](C2C=CC=CC=2)(C2C=CC=CC=2)C2C=CC=CC=2)([P](C2C=CC=CC=2)(C2C=CC=CC=2)C2C=CC=CC=2)[P](C2C=CC=CC=2)(C2C=CC=CC=2)C2C=CC=CC=2)(C2C=CC=CC=2)C2C=CC=CC=2)=CC=1>[CH2:24]([C:19]1([C:16]2[CH:17]=[CH:18][C:13]([C:7]3[CH:6]=[CH:5][CH:4]=[C:3]([CH:1]=[O:2])[CH:8]=3)=[C:14]([CH3:26])[CH:15]=2)[O:23][CH2:22][CH2:21][O:20]1)[CH3:25] |f:2.3.4,^1:36,38,57,76|. Procedure details: In a manner similar to that of Example 1(h), by reaction of 6.6 g (44 mmol) of 3-formylbenzeneboronic acid and 10 g (37 mmol) of 2-(4-bromo-3-methylphenyl)-2-ethyl-[1,3]dioxolane with 45 mL of 2.0M potassium carbonate and 2.14 g of tetrakis(triphenylphosphine)palladium, the desired product is obtained in the form of a thick oil (m=9.1 g; Y=84%).